Dataset: the Open Reaction Database (ORD), a public repository of structured organic reaction records. Task: describe an organic reaction: reactants, conditions, products, and yield The reactants are [H-].C(C(C)C)[Al+]CC(C)C (diisobutylaluminium hydride), NC1=NC(=C(C(=N1)Cl)CC1=C(C=C(C(=O)OC)C=C1)F)C (Methyl 4-((2-amino-4-chloro-6-methylpyrimidin-5-yl)methyl)-3-fluorobenzoate), ice water. Solvent: CCOC(=O)C (EtOAc), C1CCOC1 (THF), CCOC(=O)C (EtOAc). Conditions: time 1 hour. Product: NC1=NC(=C(C(=N1)Cl)CC1=C(C=C(C=C1)CO)F)C ((4-((2-Amino-4-chloro-6-methylpyrimidin-5-yl)methyl)-3-fluorophenyl)methanol). As a reaction SMILES: [H-].C([Al+]CC(C)C)C(C)C.[NH2:11][C:12]1[N:17]=[C:16]([Cl:18])[C:15]([CH2:19][C:20]2[CH:29]=[CH:28][C:23]([C:24](OC)=[O:25])=[CH:22][C:21]=2[F:30])=[C:14]([CH3:31])[N:13]=1>C1COCC1.CCOC(C)=O>[NH2:11][C:12]1[N:17]=[C:16]([Cl:18])[C:15]([CH2:19][C:20]2[CH:29]=[CH:28][C:23]([CH2:24][OH:25])=[CH:22][C:21]=2[F:30])=[C:14]([CH3:31])[N:13]=1 |f:0.1|. Procedure details: A solution of diisobutylaluminium hydride (1M in hexanes, 8.8 mL) was added dropwise over 10 min to a suspension of the product from example 22 step (iii) (0.78 g) in THF (10 mL) at 0° C. The mixture was allowed to warm to rt and stirred for 1 h. EtOAc (10 mL) was added and then the mixture stirred for 10 min before being added to ice/water (100 mL). The mixture was stirred for 30 min and then diluted with EtOAc (50 mL). The organic phase was separated and the aqueous was extracted with EtOAc. T... The reactants are CC(=O)OC(C)=O, ClCCl, CC1(CO)CCCN(CC2COc3ccccc3O2)C1, O, c1ccncc1. The product is CC(=O)OCC1(C)CCCN(CC2COc3ccccc3O2)C1. Reaction SMILES: [CH3:30][C:31](=[O:32])[O:33][C:34](=[O:35])[CH3:36].[Cl:27][CH2:28][Cl:29].[O:1]1[CH:2]([CH2:11][N:12]2[CH2:13][C:14]([CH3:18])([CH2:19][OH:20])[CH2:15][CH2:16][CH2:17]2)[CH2:3][O:4][c:5]2[c:6]1[cH:7][cH:8][cH:9][cH:10]2.[OH2:37].[cH:21]1[cH:22][cH:23][n:24][cH:25][cH:26]1>>[O:1]1[CH:2]([CH2:11][N:12]2[CH2:13][C:14]([CH3:18])([CH2:19][O:20][C:31]([CH3:30])=[O:32])[CH2:15][CH2:16][CH2:17]2)[CH2:3][O:4][c:5]2[c:6]1[cH:7][cH:8][cH:9][cH:10]2. Starting materials: BrCC(=O)C1=CC=C(C=C1)F (2-bromo-1-(4-fluorophenyl)ethanone), C(#N)CC(=S)N (2-cyanothioacetamide). Product: FC1=CC=C(C=C1)C=1N=C(SC1)CC#N (2-(4-(4-Fluorophenyl)thiazol-2-yl)acetonitrile). The yield is 72.0%. As a reaction SMILES: Br[CH2:2][C:3]([C:5]1[CH:10]=[CH:9][C:8]([F:11])=[CH:7][CH:6]=1)=O.[C:12]([CH2:14][C:15]([NH2:17])=[S:16])#[N:13]>>[F:11][C:8]1[CH:9]=[CH:10][C:5]([C:3]2[N:17]=[C:15]([CH2:14][C:12]#[N:13])[S:16][CH:2]=2)=[CH:6][CH:7]=1. Reported procedure: This compound was synthesized from 2-bromo-1-(4-fluorophenyl)ethanone and 2-cyanothioacetamide as described in example 1 step 1 (3.2 g, yield 72%). MS (ESI) m/z: Calculated for C11H7FN2S: 218.03. found: 219.0 (M+H)+. Reactants: C(O)([O-])=O.[Na+] (sodium hydrogen carbonate), [OH-].[Na+] (sodium hydroxide), NC1=C(SC(=C1)Br)C(=O)N (3-amino-5-bromothiophene-2-carboxamide), C(C)(C)(C)OC(=O)N1[C@H](C(=O)O)CCC1 (1-(tert-butoxycarbonyl)-L-proline), O-(7-azabenzotriazol-1-yl)-N,N,N′-tetramethyluronium hexafluorophosphate, C(C)N(C(C)C)C(C)C (N-ethyl-N-(1-methylethyl)propan-2-amine), Cl (Hydrochloric acid), C(O)([O-])=O.[Na+] (sodium hydrogen carbonate), BrC1=CC(=C(S1)C(N)=O)NC(=O)[C@H]1N(CCC1)C(=O)OC(C)(C)C (tert-butyl (2S)-2-[(5-bromo-2-carbamoylthiophen-3-yl)carbamoyl]pyrrolidine-1-carboxylate), NC1=C(SC(=C1)Br)C(=O)N (3-amino-5-bromothiophene-2-carboxamide), BrC1=CC(=C(S1)C(N)=O)NC(=O)[C@H]1N(CCC1)C(=O)OC(C)(C)C (tert-butyl (2S)-2-[(5-bromo-2-carbamoylthiophen-3-yl)carbamoyl]pyrrolidine-1-carboxylate), NC1=C(SC(=C1)Br)C(=O)N (3-amino-5-bromothiophene-2-carboxamide). Solvent: C(C)O (ethanol), C(C)(=O)OCC (Ethyl acetate), CN(C=O)C (N,N-dimethylformamide), C(C)(=O)OCC (ethyl acetate). Run at temperature 70 celsius, time 4 hour. The product is BrC1=CC=2N=C(NC(C2S1)=O)[C@H]1N(CCC1)C(=O)OC(C)(C)C (tert-butyl (2S)-2-(6-bromo-4-oxo-3,4-dihydrothieno[3,2-d]pyrimidin-2-yl)pyrrolidine-1-carboxylate). As a reaction SMILES: NC1C=C(Br)SC=1C(N)=O.C(OC(N1CCC[C@H]1C(O)=O)=O)(C)(C)C.C(N(C(C)C)C(C)C)C.C(=O)([O-])O.[Na+].[Br:40][C:41]1[S:45][C:44]([C:46](=[O:48])[NH2:47])=[C:43]([NH:49][C:50]([C@@H:52]2[CH2:56][CH2:55][CH2:54][N:53]2[C:57]([O:59][C:60]([CH3:63])([CH3:62])[CH3:61])=[O:58])=O)[CH:42]=1.[OH-].[Na+].Cl>CN(C)C=O.C(O)C.C(OCC)(=O)C>[Br:40][C:41]1[S:45][C:44]2[C:46](=[O:48])[NH:47][C:50]([C@@H:52]3[CH2:56][CH2:55][CH2:54][N:53]3[C:57]([O:59][C:60]([CH3:63])([CH3:62])[CH3:61])=[O:58])=[N:49][C:43]=2[CH:42]=1 |f:3.4,6.7|. Procedure: A solution of 3-amino-5-bromothiophene-2-carboxamide (300 mg) produced in Example 1, step D, 1-(tert-butoxycarbonyl)-L-proline (700 mg), O-(7-azabenzotriazol-1-yl)-N,N,N′-tetramethyluronium hexafluorophosphate (1.55 g) and N-ethyl-N-(1-methylethyl)propan-2-amine (0.713 mL) in N,N-dimethylformamide (8 mL) was stirred at 90° C. for 16 hr. Ethyl acetate (40 mL) and aqueous sodium hydrogen carbonate (20 mL) were added to the reaction mixture, and the separated aqueous layer was extracted with ethyl ... Starting materials: COC(=O)COc1ccc(F)c2nc(OC(F)F)c(Cc3ccc(Cl)cc3F)c(C)c12, [Li+], C1CCOC1, [OH-]. Product: Cc1c(Cc2ccc(Cl)cc2F)c(OC(F)F)nc2c(F)ccc(OCC(=O)O)c12. RXN SMILES: [CH3:1][O:2][C:3]([CH2:4][O:5][c:6]1[c:7]2[c:8]([CH3:30])[c:9]([CH2:21][c:22]3[c:23]([F:29])[cH:24][c:25]([Cl:28])[cH:26][cH:27]3)[c:10]([O:17][CH:18]([F:19])[F:20])[n:11][c:12]2[c:13]([F:16])[cH:14][cH:15]1)=[O:31].[Li+:32].[O:34]1[CH2:35][CH2:36][CH2:37][CH2:38]1.[OH-:33]>>[O:2]=[C:3]([CH2:4][O:5][c:6]1[c:7]2[c:8]([CH3:30])[c:9]([CH2:21][c:22]3[c:23]([F:29])[cH:24][c:25]([Cl:28])[cH:26][cH:27]3)[c:10]([O:17][CH:18]([F:19])[F:20])[n:11][c:12]2[c:13]([F:16])[cH:14][cH:15]1)[OH:31]. Reactants: C(C)(C)(C)OC(=O)N[C@@H](C(=O)O)CC(C1=C(C=C(C=C1)C(=O)OC(C)(C)C)N)=O (2(R)-[(t-butoxycarbonyl)amino]-4-oxo-4-(o-amino-p-t-butoxycarbonyl-phenyl)butanoic Acid), C(=O)(O)[O-].[Na+] (NaHCO3), C1(=CC=CC=C1)P(=O)(C1=CC=CC=C1)N=[N+]=[N-] (diphenylphosphorylazide), FC(C(=O)O)(F)F (trifluoroacetic acid), C(C)(C)(C)OC(=O)OC(=O)OC(C)(C)C (di-t-butyldicarbonate). Solvent: CN(C)C=O (DMF), C(C)N(CC)CC (triethylamine), C(Cl)Cl (CH2Cl2), CN(C)C=O (DMF), C(C)N(CC)CC (triethylamine). Conditions: temperature 0 celsius, time 24 hour. Yields the product C(C)(C)(C)OC(=O)N[C@H]1C(NC2=C(CC1)C=CC(=C2)C(=O)O)=O (3(R)-[(t-butoxycarbonyl)amino]-8-carboxy-2,3,4,5-tetrahydro-2-oxo-1H-1-benzazepine). Reaction SMILES: [C:1]([O:5][C:6]([NH:8][C@H:9]([CH2:13][C:14](=O)[C:15]1[CH:20]=[CH:19][C:18]([C:21]([O:23]C(C)(C)C)=[O:22])=[CH:17][C:16]=1[NH2:28])[C:10](O)=[O:11])=[O:7])([CH3:4])([CH3:3])[CH3:2].C([O-])(O)=O.[Na+].C1(P(N=[N+]=[N-])(C2C=CC=CC=2)=O)C=CC=CC=1.FC(F)(F)C(O)=O.C(OC(OC(OC(C)(C)C)=O)=O)(C)(C)C>CN(C=O)C.C(Cl)Cl.C(N(CC)CC)C>[C:1]([O:5][C:6]([NH:8][C@@H:9]1[CH2:13][CH2:14][C:15]2[CH:20]=[CH:19][C:18]([C:21]([OH:23])=[O:22])=[CH:17][C:16]=2[NH:28][C:10]1=[O:11])=[O:7])([CH3:4])([CH3:3])[CH3:2] |f:1.2|. Reported procedure: To a stirred solution of the above (11) (0.71 mMol) in dry DMF (20 mL) at 0° C. in a dewar flask was added triethylamine (200 mL, 1.42 mMol), NaHCO3 (300 mg, 3.57 mMol), and finally diphenylphosphorylazide (250 mL, 1.2 mMol). After stirring at 0° C. for 24 h the reaction was evaporated under reduced pressure, taken up in ethyl acetate (100 mL), washed with H2O, brine, dried (MgSO4), filtered and evaporated. The remaining residue was purified by silica gel chromatography eluted with ethyl acetate... The reactants are solution, [BH4-].[Li+] (lithium borohydride), ClCCl (dichloromethane), C(C1=CC=CC=C1)OC=1C=C(C2=C(NC(CO2)=O)C1)C(C(O)OCC)=O (6-benzyloxy-8-(2-ethoxy-2-hydroxy-acetyl)-4H-benzo[1,4]oxazin-3-one), FC=1C=C(C=CC1F)CC(C)(C)N (2-(3,4-difluorophenyl)-1,1-dimethylethylamine). The solvent is O1CCCC1 (tetrahydrofuran), O (water), O1CCCC1 (tetrahydrofuran). Reaction conditions: temperature 0 celsius, time 30 minute. The product is FC=1C=C(C=CC1F)CC(C)(C)NCC(O)C1=CC(=CC=2NC(COC21)=O)O (8-{2-[2-(3,4-difluorophenyl)-1,1-dimethylethylamino]-1-hydroxyethyl}-6-hydroxy-4H-benzo [1,4]oxazin-3-one). As a reaction SMILES: C([O:8][C:9]1[CH:10]=[C:11]([C:20](=[O:26])[CH:21](OCC)O)[C:12]2[O:17][CH2:16][C:15](=[O:18])[NH:14][C:13]=2[CH:19]=1)C1C=CC=CC=1.[F:27][C:28]1[CH:29]=[C:30]([CH2:35][C:36]([NH2:39])([CH3:38])[CH3:37])[CH:31]=[CH:32][C:33]=1[F:34].[BH4-].[Li+].ClCCl>O1CCCC1.O>[F:27][C:28]1[CH:29]=[C:30]([CH2:35][C:36]([NH:39][CH2:21][CH:20]([C:11]2[C:12]3[O:17][CH2:16][C:15](=[O:18])[NH:14][C:13]=3[CH:19]=[C:9]([OH:8])[CH:10]=2)[OH:26])([CH3:37])[CH3:38])[CH:31]=[CH:32][C:33]=1[F:34] |f:2.3|. Procedure details: 357 mg (1 mmol) of 6-benzyloxy-8-(2-ethoxy-2-hydroxy-acetyl)-4H-benzo[1,4]oxazin-3-one and 185 mg (1 mmol) of 2-(3,4-difluorophenyl)-1,1-dimethylethylamine are stirred for 30 minutes in 5 mL tetrahydrofuran at ambient temperature. It is cooled to 0° C. and, under an argon atmosphere, 1.5 mL of a 2 molar solution of lithium borohydride in tetrahydrofuran is added dropwise. The mixture is stirred for 30 minutes at ambient temperature, combined with 10 mL dichloromethane, and 3 mL water, stirred fo... Reactants: CC(C)(C)OC(=O)NCC1CCCCN1, Cn1cc(-c2ccc(F)cc2)c(C(=O)O)n1. Product: Cn1cc(-c2ccc(F)cc2)c(C(=O)N2CCCCC2CNC(=O)OC(C)(C)C)n1. RXN SMILES: [C:1]([CH3:2])([CH3:3])([CH3:4])[O:5][C:6]([NH:7][CH2:8][CH:9]1[NH:10][CH2:11][CH2:12][CH2:13][CH2:14]1)=[O:15].[F:16][c:17]1[cH:18][cH:19][c:20](-[c:23]2[c:24]([C:29](=[O:30])[OH:31])[n:25][n:26]([CH3:28])[cH:27]2)[cH:21][cH:22]1>>[C:1]([CH3:2])([CH3:3])([CH3:4])[O:5][C:6]([NH:7][CH2:8][CH:9]1[N:10]([C:29]([c:24]2[c:23](-[c:20]3[cH:19][cH:18][c:17]([F:16])[cH:22][cH:21]3)[cH:27][n:26]([CH3:28])[n:25]2)=[O:30])[CH2:11][CH2:12][CH2:13][CH2:14]1)=[O:15]. Reaction SMILES: [CH3:21][c:22]1[n:23][c:24]([Cl:29])[n:25][c:26]([CH3:28])[cH:27]1.[CH3:31][N:32]([CH3:33])[CH:34]=[O:35].[CH3:36][C:37](=[O:38])[OH:39].[F:1][c:2]1[c:3]([NH:9][S:10](=[O:11])(=[O:12])[c:13]2[n:14][nH:15][c:16]([CH3:18])[n:17]2)[c:4]([F:8])[cH:5][cH:6][cH:7]1.[H-:19].[Na+:20].[OH2:30]>>[F:1][c:2]1[c:3]([NH:9][S:10](=[O:11])(=[O:12])[c:13]2[n:14][n:15](-[c:24]3[n:23][c:22]([CH3:21])[cH:27][c:26]([CH3:28])[n:25]3)[c:16]([CH3:18])[n:17]2)[c:4]([F:8])[cH:5][cH:6][cH:7]1. Yields the product Cc1cc(C)nc(-n2nc(S(=O)(=O)Nc3c(F)cccc3F)nc2C)n1. Reactants: Cc1cc(C)nc(Cl)n1, CN(C)C=O, CC(=O)O, Cc1nc(S(=O)(=O)Nc2c(F)cccc2F)n[nH]1, [H-], [Na+], O.